Dataset: the Open Reaction Database (ORD), a public repository of structured organic reaction records. Task: describe an organic reaction: reactants, conditions, products, and yield The reactants are FC=1C(=NC(=NC1)NC1=CC(=CC=C1)CCN1CCOCC1)NC1=C(C(=O)OCC)C=CC=C1 (Ethyl 2-{[5-fluoro-2-({3-[2-(4-morpholinyl)ethyl]phenyl}amino)-4-pyrimidinyl]amino}benzoate), N1CCSCC1 (thiomorpholine). The product is FC=1C(=NC(=NC1)NC1=CC(=CC=C1)CCN1CCOCC1)NC1=C(C=CC=C1)C(=O)N1CCSCC1 (5-Fluoro-N2-{3-[2-(4-morpholinyl)ethyl]phenyl}-N4-[2-(4-thiomorpholinylcarbonyl)phenyl]-2,4-pyrimidinediamine). Reaction SMILES: [F:1][C:2]1[C:3]([NH:23][C:24]2[CH:34]=[CH:33][CH:32]=[CH:31][C:25]=2[C:26](OCC)=[O:27])=[N:4][C:5]([NH:8][C:9]2[CH:14]=[CH:13][CH:12]=[C:11]([CH2:15][CH2:16][N:17]3[CH2:22][CH2:21][O:20][CH2:19][CH2:18]3)[CH:10]=2)=[N:6][CH:7]=1.[NH:35]1[CH2:40][CH2:39][S:38][CH2:37][CH2:36]1>>[F:1][C:2]1[C:3]([NH:23][C:24]2[CH:34]=[CH:33][CH:32]=[CH:31][C:25]=2[C:26]([N:35]2[CH2:40][CH2:39][S:38][CH2:37][CH2:36]2)=[O:27])=[N:4][C:5]([NH:8][C:9]2[CH:14]=[CH:13][CH:12]=[C:11]([CH2:15][CH2:16][N:17]3[CH2:18][CH2:19][O:20][CH2:21][CH2:22]3)[CH:10]=2)=[N:6][CH:7]=1. Procedure details: Ethyl 2-{[5-fluoro-2-({3-[2-(4-morpholinyl)ethyl]phenyl}amino)-4-pyrimidinyl]amino}benzoate (200 mg, 0.51 mmoles) and thiomorpholine (2 mL) were heated at 120° C. for 48 h. The reaction mixture was concentrated to dryness under vacuum and the title compound was purified by flash chromatography on silica gel (using ethyl acetate containing 0.1% triethylamine). MS: M(C27H31FN6O2S)=522.2, (M+H)+=523. The reactants are CCOCCN, CS(C)=O, CCN(C(C)C)C(C)C, Nc1nc(Cl)ccc1C(=O)NCc1ccc(Oc2ccccc2)s1. The product is CCOCCNc1ccc(C(=O)NCc2ccc(Oc3ccccc3)s2)c(N)n1. Reaction SMILES: [CH2:25]([CH3:26])[O:27][CH2:28][CH2:29][NH2:30].[CH3:31][S:32]([CH3:33])=[O:34].[CH:35]([N:36]([CH2:37][CH3:38])[CH:39]([CH3:40])[CH3:41])([CH3:42])[CH3:43].[NH2:1][c:2]1[c:3]([C:4](=[O:5])[NH:6][CH2:7][c:8]2[s:9][c:10]([O:13][c:14]3[cH:15][cH:16][cH:17][cH:18][cH:19]3)[cH:11][cH:12]2)[cH:20][cH:21][c:22]([Cl:24])[n:23]1>>[NH2:1][c:2]1[c:3]([C:4](=[O:5])[NH:6][CH2:7][c:8]2[s:9][c:10]([O:13][c:14]3[cH:15][cH:16][cH:17][cH:18][cH:19]3)[cH:11][cH:12]2)[cH:20][cH:21][c:22]([NH:30][CH2:29][CH2:28][O:27][CH2:25][CH3:26])[n:23]1. Starting materials: ClC1=NC=2C(CC=CC2C(=N1)NC)(O)C1=CC=CC=C1 (2-chloro-4-(methylamino)-8-phenyl-7,8-dihydroquinazolin-8-ol), ClC=1N=CN(C1)C1=C(C=C(N)C=C1)OC (4-(4-chloro-1H-imidazol-1-yl)-3-methoxyaniline). Run in O1CCOCC1 (dioxane), C(C)(=O)O (acetic acid). The product is ClC=1N=CN(C1)C1=C(C=C(C=C1)NC1=NC=2C(CC=CC2C(=N1)NC)(O)C1=CC=CC=C1)OC (2-(4-(4-chloro-1H-imidazol-1-yl)-3-methoxyphenylamino)-4-(methylamino)-8-phenyl-7,8-dihydroquinazolin-8-ol). Yield: 43.6%. Reaction SMILES: Cl[C:2]1[N:11]=[C:10]([NH:12][CH3:13])[C:9]2[CH:8]=[CH:7][CH2:6][C:5]([C:15]3[CH:20]=[CH:19][CH:18]=[CH:17][CH:16]=3)([OH:14])[C:4]=2[N:3]=1.[Cl:21][C:22]1[N:23]=[CH:24][N:25]([C:27]2[CH:33]=[CH:32][C:30]([NH2:31])=[CH:29][C:28]=2[O:34][CH3:35])[CH:26]=1>O1CCOCC1.C(O)(=O)C>[Cl:21][C:22]1[N:23]=[CH:24][N:25]([C:27]2[CH:33]=[CH:32][C:30]([NH:31][C:2]3[N:11]=[C:10]([NH:12][CH3:13])[C:9]4[CH:8]=[CH:7][CH2:6][C:5]([C:15]5[CH:20]=[CH:19][CH:18]=[CH:17][CH:16]=5)([OH:14])[C:4]=4[N:3]=3)=[CH:29][C:28]=2[O:34][CH3:35])[CH:26]=1. Procedure: A solution of 2-chloro-4-(methylamino)-8-phenyl-7,8-dihydroquinazolin-8-ol (25 mg) and 4-(4-chloro-1H-imidazol-1-yl)-3-methoxyaniline (29 mg) in dioxane (0.2 mL) and acetic acid (0.2 mL) was heated at 85° C. for 4 h. THF was removed in vacuo, and the residue was purified by reverse phase preparative to give the title compound (as its TFA salt) as an oil (18 mg). LC-MS (M+H)+=475.26. 1H NMR (TFA salt, 500 MHz, CD3OD) δ ppm 7.2-7.9 (m), 6.56 (1H, m), 6.18 (1H, m), 3.94 (3H, s), 3.20 (3H, s), 3.10 ... Starting materials: ClCCN1S(C=2C3=C1C=CC=C3C=CC2)(=O)=O (2-(2-chloroethyl)naphtho[1,8-cd]isothiazole 1,1-dioxide), Br.Br.OC1=CC=C(C=C1)N1CCNCC1 (4-(4-hydroxyphenyl)piperazine dihydrobromide), C([O-])(O)=O.[Na+] (sodium bicarbonate). Solvent: CN(C=O)C (dimethylformamide). Reaction conditions: temperature 20 celsius. The product is OC1=CC=C(C=C1)N1CCN(CC1)CCN1S(C=2C3=C1C=CC=C3C=CC2)(=O)=O (2-(2-[4-(4-hydroxyphenyl)-1-piperazin-Yl]ethyl}naphtho[1-,8-cd]isothiazole 1,1-dioxide). Yield: 87.2%. RXN SMILES: Cl[CH2:2][CH2:3][N:4]1[C:8]2[CH:9]=[CH:10][CH:11]=[C:12]3[CH:13]=[CH:14][CH:15]=[C:6]([C:7]=23)[S:5]1(=[O:17])=[O:16].Br.Br.[OH:20][C:21]1[CH:26]=[CH:25][C:24]([N:27]2[CH2:32][CH2:31][NH:30][CH2:29][CH2:28]2)=[CH:23][CH:22]=1.C(=O)(O)[O-].[Na+]>CN(C)C=O>[OH:20][C:21]1[CH:22]=[CH:23][C:24]([N:27]2[CH2:32][CH2:31][N:30]([CH2:2][CH2:3][N:4]3[C:8]4[CH:9]=[CH:10][CH:11]=[C:12]5[CH:13]=[CH:14][CH:15]=[C:6]([C:7]=45)[S:5]3(=[O:17])=[O:16])[CH2:29][CH2:28]2)=[CH:25][CH:26]=1 |f:1.2.3,4.5|. Procedure details: The experiment is carried out as in Example 1, starting with 2-(2-chloroethyl)naphtho[1,8-cd]isothiazole 1,1-dioxide (1.2 g), 4-(4-hydroxyphenyl)piperazine dihydrobromide (3.4 g) and sodium bicarbonate (1.3 g) in dimethylformamide (30 cc). The mixture is heated for 4 hours at boiling point, then cooled to a temperature of about 20° C. After purification by flash-chromatography on a silica column, under a current of argon at medium pressure (0.5 - 1.5 bar) with ethyl acetate as eluant, and recrys...